describe an organic reaction: reactants, conditions, products, and yield From a dataset of the Open Reaction Database (ORD), a public repository of structured organic reaction records. Starting materials: C(C1=CC=CC=C1)(=O)Cl (benzoyl chloride), C(CCC1=CC=CC=C1)(=O)Cl (hydrocinnamoyl chloride), NC=1C=C(C(=O)NCC2=CC=CC=C2)C=CN1 (2-amino-N-benzylisonicotinamide). Product: C(C1=CC=CC=C1)NC(C1=CC(=NC=C1)NC(CCC1=CC=CC=C1)=O)=O (N-benzyl-2-(3-phenylpropanamido)-isonicotinamide). The yield is 42.0%. As a reaction SMILES: C(Cl)(=O)C1C=CC=CC=1.[C:10](Cl)(=[O:19])[CH2:11][CH2:12][C:13]1[CH:18]=[CH:17][CH:16]=[CH:15][CH:14]=1.[NH2:21][C:22]1[CH:23]=[C:24]([CH:35]=[CH:36][N:37]=1)[C:25]([NH:27][CH2:28][C:29]1[CH:34]=[CH:33][CH:32]=[CH:31][CH:30]=1)=[O:26]>>[CH2:28]([NH:27][C:25](=[O:26])[C:24]1[CH:35]=[CH:36][N:37]=[C:22]([NH:21][C:10](=[O:19])[CH2:11][CH2:12][C:13]2[CH:18]=[CH:17][CH:16]=[CH:15][CH:14]=2)[CH:23]=1)[C:29]1[CH:34]=[CH:33][CH:32]=[CH:31][CH:30]=1. Procedure details: Following the procedure as describe in preparation of Example 5, making variations as required to replace benzoyl chloride with hydrocinnamoyl chloride, to react with 2-amino-N-benzylisonicotinamide, N-benzyl-2-(3-phenylpropanamido)-isonicotinamide was obtained in 42% yield: mp 177-179° C.; 1H NMR (300 MHz, CDCl3) δ 10.63 (s, 1H), 9.26 (s, 1H), 8.46-8.36 (m, 2H), 7.54-7.14 (m, 11H), 4.43 (s, 2H), 2.86-2.68 (m, 4H); MS (ES+) m/z 360.6 (M+1). Reagents/catalysts: C=1C=CC(=CC1)/C=C/C(=O)/C=C/C2=CC=CC=C2.C=1C=CC(=CC1)/C=C/C(=O)/C=C/C2=CC=CC=C2.C=1C=CC(=CC1)/C=C/C(=O)/C=C/C2=CC=CC=C2.[Pd].[Pd] (Pd2dba3). Reactants: [O-]P(=O)([O-])[O-].[K+].[K+].[K+] (potassium phosphate tribasic), CC(C)C1=CC(=C(C(=C1)C(C)C)C2=C(C=CC=C2)P(C3CCCCC3)C4CCCCC4)C(C)C (Xphos), CC1(OB(OC1(C)C)C1=CC=2C(NCCC2N1)=O)C (2-(4,4,5,5-tetramethyl-1,3,2-dioxaborolan-2-yl)-6,7-dihydro-1H-pyrrolo[3,2-c]pyridin-4(5H)-one), BrC=1C=CC=C2N=CC(=NC12)C1=C(C=CC=C1C)C (8-bromo-2-(2,6-dimethylphenyl)quinoxaline). Yields the product CC1=C(C(=CC=C1)C)C=1C=NC2=CC=CC(=C2N1)C1=CC=2C(NCCC2N1)=O (2-(3-(2,6-dimethylphenyl)quinoxalin-5-yl)-6,7-dihydro-1H-pyrrolo[3,2-c]pyridin-4(5H)-one). Procedure: Argon was bubbled into a mixture of potassium phosphate tribasic (0.28 g, 1.02 mmol), Xphos (Strem, 0.012 g, 0.026 mmol), Pd2dba3 (Strem; 0.012 g, 0.013 mmol), 2-(4,4,5,5-tetramethyl-1,3,2-dioxaborolan-2-yl)-6,7-dihydro-1H-pyrrolo[3,2-c]pyridin-4(5H)-one (609) (0.201 g, 0.766 mmol), 8-bromo-2-(2,6-dimethylphenyl)quinoxaline (401a; 0.08 g, 0.255 mmol) in 2 mL dioxane and 0.4 mL water for 2 min. The reaction was sealed and heated to 80° C. After 3 h, the reaction was cooled and 1.6 g silica gel wa... Yield: 58.4%. Run in O1CCOCC1 (dioxane), O (water). Reaction SMILES: [O-]P([O-])([O-])=O.[K+].[K+].[K+].CC(C1C=C(C(C)C)C(C2C=CC=CC=2P(C2CCCCC2)C2CCCCC2)=C(C(C)C)C=1)C.CC1(C)C(C)(C)OB([C:51]2[NH:59][C:58]3[CH2:57][CH2:56][NH:55][C:54](=[O:60])[C:53]=3[CH:52]=2)O1.Br[C:63]1[CH:64]=[CH:65][CH:66]=[C:67]2[C:72]=1[N:71]=[C:70]([C:73]1[C:78]([CH3:79])=[CH:77][CH:76]=[CH:75][C:74]=1[CH3:80])[CH:69]=[N:68]2>O1CCOCC1.O.C1C=CC(/C=C/C(/C=C/C2C=CC=CC=2)=O)=CC=1.C1C=CC(/C=C/C(/C=C/C2C=CC=CC=2)=O)=CC=1.C1C=CC(/C=C/C(/C=C/C2C=CC=CC=2)=O)=CC=1.[Pd].[Pd]>[CH3:80][C:74]1[CH:75]=[CH:76][CH:77]=[C:78]([CH3:79])[C:73]=1[C:70]1[CH:69]=[N:68][C:67]2[C:72]([N:71]=1)=[C:63]([C:51]1[NH:59][C:58]3[CH2:57][CH2:56][NH:55][C:54](=[O:60])[C:53]=3[CH:52]=1)[CH:64]=[CH:65][CH:66]=2 |f:0.1.2.3,9.10.11.12.13|. Run at temperature 80 celsius, time 3 hour. Product: C(C)(C)(C)C=1C=C(N(N1)C1=CC=C(C=C1)C)NC(=O)N[C@H]1CC[C@H](C2=CC=CC=C12)OC=1C=NC(=CC1)C#N (1-(5-tert-Butyl-2-p-tolyl-2H-pyrazol-3-yl)-3-[(1S,4R)-4-(6-cyano-pyridin-3-yloxy)-1,2,3,4-tetrahydro-naphthalen-1-yl]-urea). Starting materials: N[C@H]1CC[C@H](C2=CC=CC=C12)OC=1C=CC(=NC1)C#N (5-((1R,4S)-4-Amino-1,2,3,4-tetrahydro-naphthalen-1-yloxy)-pyridine-2-carbonitrile), ClC(COC(NC=1N(N=C(C1)C(C)(C)C)C1=CC=C(C=C1)C)=O)(Cl)Cl ([5-tert-butyl-2-p-tolyl-2H-pyrazol-3-yl]-carbamic acid 2,2,2-trichloro-ethyl ester). RXN SMILES: [NH2:1][C@@H:2]1[C:11]2[C:6](=[CH:7][CH:8]=[CH:9][CH:10]=2)[C@H:5]([O:12][C:13]2[CH:14]=[CH:15][C:16]([C:19]#[N:20])=[N:17][CH:18]=2)[CH2:4][CH2:3]1.ClC(Cl)(Cl)C[O:24][C:25](=O)[NH:26][C:27]1[N:28]([C:36]2[CH:41]=[CH:40][C:39]([CH3:42])=[CH:38][CH:37]=2)[N:29]=[C:30]([C:32]([CH3:35])([CH3:34])[CH3:33])[CH:31]=1>>[C:32]([C:30]1[CH:31]=[C:27]([NH:26][C:25]([NH:1][C@@H:2]2[C:11]3[C:6](=[CH:7][CH:8]=[CH:9][CH:10]=3)[C@H:5]([O:12][C:13]3[CH:18]=[N:17][C:16]([C:19]#[N:20])=[CH:15][CH:14]=3)[CH2:4][CH2:3]2)=[O:24])[N:28]([C:36]2[CH:41]=[CH:40][C:39]([CH3:42])=[CH:38][CH:37]=2)[N:29]=1)([CH3:35])([CH3:33])[CH3:34]. Procedure: The title compound was prepared starting from Intermediate 9a and [5-tert-butyl-2-p-tolyl-2H-pyrazol-3-yl]-carbamic acid 2,2,2-trichloro-ethyl ester (Synthetic Communications, 2009, 39, 3999-4009, which is incorporated herein by reference in its entirety) using an analogous procedure to that described in Example 1 step d. LCMS (Method 5): Rt 5.25 mins, m/z 521 [MH+]. 1H NMR (400 MHz, CDCl3): 1.29 (9H, s), 1.76-1.88 (1H, m), 2.00-2.20 (3H, m), 2.36 (3H, s), 4.94-4.98 (1H, d, J 8.8), 5.00-5.08 (1H...